This data is from the Open Reaction Database (ORD), a public repository of structured organic reaction records. The task is: describe an organic reaction: reactants, conditions, products, and yield Starting materials: Cc1ccc(Br)cc1[N+](=O)[O-], Cc1ccccc1, COc1c(F)cccc1B(O)O, [Na+], [Na+], O=C([O-])[O-], O. As a reaction SMILES: [Br:1][c:2]1[cH:3][c:4]([N+:9](=[O:10])[O-:11])[c:5]([CH3:8])[cH:6][cH:7]1.[CH3:31][c:32]1[cH:33][cH:34][cH:35][cH:36][cH:37]1.[F:12][c:13]1[c:14]([O:22][CH3:23])[c:15]([B:19]([OH:20])[OH:21])[cH:16][cH:17][cH:18]1.[Na+:24].[Na+:25].[O-:26][C:27](=[O:28])[O-:29].[OH2:30]>>[c:2]1(-[c:15]2[c:14]([O:22][CH3:23])[c:13]([F:12])[cH:18][cH:17][cH:16]2)[cH:3][c:4]([N+:9](=[O:10])[O-:11])[c:5]([CH3:8])[cH:6][cH:7]1. The product is COc1c(F)cccc1-c1ccc(C)c([N+](=O)[O-])c1. The reactants are COC(CC=1N(C(C(=C(N1)C(=O)OC)OC(C1=CC=CC=C1)=O)=O)C)OC (Methyl 2-(2,2-dimethoxyethyl)-5-benzoyloxy-1-methyl-6-oxo-1,6-dihydropyrimidine-4-carboxylate), COC(CC#N)OC (3,3-dimethoxypropionitrile), FC1=CC=C(CN)C=C1 (4-fluorobenzyl amine). Solvent: CO (MeOH). Yields the product COC(CC=1N(C(C(=C(N1)C(=O)NCC1=CC=C(C=C1)F)O)=O)C)OC (2-(2,2-dimethoxyethyl)-N-(4-fluorobenzyl)-5-hydroxy-1-methyl-6-oxo-1,6-dihydropyrimidine-4-carboxamide). RXN SMILES: [CH3:1][O:2][CH:3]([O:26][CH3:27])[CH2:4][C:5]1[N:6]([CH3:25])[C:7](=[O:24])[C:8]([O:15]C(=O)C2C=CC=CC=2)=[C:9]([C:11]([O:13]C)=O)[N:10]=1.COC(OC)CC#N.[F:36][C:37]1[CH:44]=[CH:43][C:40]([CH2:41][NH2:42])=[CH:39][CH:38]=1>CO>[CH3:27][O:26][CH:3]([O:2][CH3:1])[CH2:4][C:5]1[N:6]([CH3:25])[C:7](=[O:24])[C:8]([OH:15])=[C:9]([C:11]([NH:42][CH2:41][C:40]2[CH:43]=[CH:44][C:37]([F:36])=[CH:38][CH:39]=2)=[O:13])[N:10]=1. Procedure details: Methyl 2-(2,2-dimethoxyethyl)-5-benzoyloxy-1-methyl-6-oxo-1,6-dihydropyrimidine-4-carboxylate (1.0 eq.) (prepared from 3,3-dimethoxypropionitrile by procedure similar to those set forth in Examples 1 or 2) in dry MeOH was treated with 4-fluorobenzyl amine (2.5 eq.) at reflux for 2 hours. Solvent was removed in vacuo and residue triturated with Et2O to obtain the title product. Reactants: N1=CC=C(C=C1)N1CCN(CC1)C1=CC=C(C=C1)O (4-[4-(4-pyridyl)piperazin-1-yl]phenol), N(=NC(=O)OCC)C(=O)OCC (diethyl azodicarboxylate), COC(CC(CO)C=C)=O (Methyl-4-hydroxy-3-vinylbutyrate), C1(=CC=CC=C1)P(C1=CC=CC=C1)C1=CC=CC=C1 (triphenylphosphine). As a reaction SMILES: [N:1]1[CH:6]=[CH:5][C:4]([N:7]2[CH2:12][CH2:11][N:10]([C:13]3[CH:18]=[CH:17][C:16]([OH:19])=[CH:15][CH:14]=3)[CH2:9][CH2:8]2)=[CH:3][CH:2]=1.C1(P(C2C=CC=CC=2)C2C=CC=CC=2)C=CC=CC=1.N(C(OCC)=O)=NC(OCC)=O.[CH3:51][O:52][C:53](=[O:60])[CH2:54][CH:55]([CH:58]=[CH2:59])[CH2:56][OH:57]>ClCCl>[OH-:19].[NH4+:1].[N:1]1[CH:2]=[CH:3][C:4]([N:7]2[CH2:12][CH2:11][N:10]([C:13]3[CH:18]=[CH:17][C:16]([O:57][CH2:56][CH:55]([CH:58]=[CH2:59])[CH2:54][C:53]([O:52][CH3:51])=[O:60])=[CH:15][CH:14]=3)[CH2:9][CH2:8]2)=[CH:5][CH:6]=1 |f:5.6|. The solvent is ClCCl (dichloromethane). Isolated yield 19.6%. Procedure details: To a stirred suspension of 4-[4-(4-pyridyl)piperazin-1-yl]phenol (1.98 g) in dichloromethane (30 ml) at 15° C. was added triphenylphosphine (2.04 g) followed by dropwise addition of diethyl azodicarboxylate (1.35 g). The mixture was stirred until complete solution was obtained. Methyl-4-hydroxy-3-vinylbutyrate (1.12 g) was added dropwise and the mixture stirred for 4 hours. The solid which had precipitated during the reaction was the starting phenol and was filtered off. The filtrate was evapora... The product is [OH-].[NH4+] (ammonium hydroxide), N1=CC=C(C=C1)N1CCN(CC1)C1=CC=C(OCC(CC(=O)OC)C=C)C=C1 (methyl 4-[4-[4-(4-pyridyl)piperazin-1-yl]-phenoxy]-3-vinylbutyrate). The reactants are COC(=O)c1cc(Cl)ccc1NC(=O)COCC(=O)O, Cc1ccc(-c2ccoc2)cc1N. The product is COC(=O)c1cc(Cl)ccc1NC(=O)COCC(=O)Nc1cc(-c2ccoc2)ccc1C. As a reaction SMILES: [Cl:14][c:15]1[cH:16][c:17]([C:30](=[O:31])[O:32][CH3:33])[c:18]([NH:21][C:22]([CH2:23][O:24][CH2:25][C:26](=[O:27])[OH:28])=[O:29])[cH:19][cH:20]1.[o:1]1[cH:2][c:3](-[c:6]2[cH:7][cH:8][c:9]([CH3:13])[c:10]([NH2:11])[cH:12]2)[cH:4][cH:5]1>>[o:1]1[cH:2][c:3](-[c:6]2[cH:7][cH:8][c:9]([CH3:13])[c:10]([NH:11][C:26]([CH2:25][O:24][CH2:23][C:22]([NH:21][c:18]3[c:17]([C:30](=[O:31])[O:32][CH3:33])[cH:16][c:15]([Cl:14])[cH:20][cH:19]3)=[O:29])=[O:27])[cH:12]2)[cH:4][cH:5]1. Product: O=[N+]([O-])c1cc(S(=O)(=O)Cl)ccc1Cl. RXN SMILES: [Cl:11][S:12](=[O:13])(=[O:14])[OH:15].[Cl:1][c:2]1[c:3]([N+:8](=[O:9])[O-:10])[cH:4][cH:5][cH:6][cH:7]1.[NH2:16][S:17](=[O:18])(=[O:19])[OH:20].[OH2:21]>>[Cl:1][c:2]1[c:3]([N+:8](=[O:9])[O-:10])[cH:4][c:5]([S:12]([Cl:11])(=[O:13])=[O:14])[cH:6][cH:7]1. Starting materials: O=S(=O)(O)Cl, O=[N+]([O-])c1ccccc1Cl, NS(=O)(=O)O, O. Starting materials: CC1=C2CCC(C2=C(C=C1)O)=O (4-methyl-7-hydroxy-1-indanone), [OH-].[K+] (potassium hydroxide), C(C(C)=C)Cl (methallyl chloride). The solvent is CO (methanol). Product: CC1=C2CCC(C2=C(C=C1)OCC(C)=C)=O (4-methyl-7-methallyloxy-1-indanone). Reaction SMILES: [CH3:1][C:2]1[CH:10]=[CH:9][C:8]([OH:11])=[C:7]2[C:3]=1[CH2:4][CH2:5][C:6]2=[O:12].[OH-].[K+].[CH2:15](Cl)[C:16](=[CH2:18])[CH3:17]>CO>[CH3:1][C:2]1[CH:10]=[CH:9][C:8]([O:11][CH2:17][C:16](=[CH2:15])[CH3:18])=[C:7]2[C:3]=1[CH2:4][CH2:5][C:6]2=[O:12] |f:1.2|. Procedure details: Into a solution of 15 g of 4-methyl-7-hydroxy-1-indanone and 7.95 g of potassium hydroxide in 200 ml of methanol was added 13.55 ml of methallyl chloride, and the mixture was refluxed by heating for 11 hours. The insoluble matters in the reaction mixture were removed by filtration, then the solvent was removed by evaporation. The residue obtained was purified by means of a silica gel column chromatography (eluent: n-hexane: dichloromethane=1:1) to obtain 9 g of 4-methyl-7-methallyloxy-1-indanone... Starting materials: substituted isocyanates, O=C1CCC(C2=CC=CC=C12)N=C=O (1,2,3,4-tetrahydro-4-oxo-1-naphthylisocyanate), Cl.O=C1CCC(C2=CC=CC=C12)N (1,2,3,4-tetrahydro-4-oxo-1-naphthylamine hydrochloride), carbamoyl chlorides, [N-]=C=S (isothiocyanate), substituted amines, isothiocyanates. The product is O=C1CCC(C2=CC=CC=C12)NC(=O)N (1,2,3,4-tetrahydro-4-oxo-1-naphthylurea). Reported procedure: The following formula I 1,2,3,4-tetrahydro-4-oxo-1-naphthylurea compounds are prepared by reacting 1,2,3,4-tetrahydro-4-oxo-1-naphthylisocyanate or isothiocyanate with the appropriately substituted amines, or by reacting 1,2,3,4-tetrahydro-4-oxo-1-naphthylamine hydrochloride with the appropriately substituted isocyanates, isothiocyanates or carbamoyl chlorides by the process of Example 6. The compounds obtained are listed in Table I below. Reaction SMILES: [O:1]=[C:2]1[C:11]2[C:6](=[CH:7][CH:8]=[CH:9][CH:10]=2)[CH:5]([N:12]=[C:13]=[O:14])[CH2:4][CH2:3]1.[N-:15]=C=S.Cl.O=C1C2C(=CC=CC=2)C(N)CC1>>[O:1]=[C:2]1[C:11]2[C:6](=[CH:7][CH:8]=[CH:9][CH:10]=2)[CH:5]([NH:12][C:13]([NH2:15])=[O:14])[CH2:4][CH2:3]1 |f:2.3|.